Task: describe an organic reaction: reactants, conditions, products, and yield. Dataset: the Open Reaction Database (ORD), a public repository of structured organic reaction records Reactants: C(C1=CC=CC=C1)N1CC(CC1)(O)COC1=C(C=CC=C1)OCC (1-benzyl-3-(2-ethoxyphenoxy)methyl-3-pyrrolidinol). Reagents/catalysts: [Pd] (Pd/C). Run in C(C)O (ethanol). Run at time 16 hour. Yields the product C(C)OC1=C(OCC2(CNCC2)O)C=CC=C1 (3-[(2-Ethoxyphenoxy)methyl]-3-pyrrolidinol). Yield: 91.2%. RXN SMILES: C([N:8]1[CH2:12][CH2:11][C:10]([CH2:14][O:15][C:16]2[CH:21]=[CH:20][CH:19]=[CH:18][C:17]=2[O:22][CH2:23][CH3:24])([OH:13])[CH2:9]1)C1C=CC=CC=1>C(O)C.[Pd]>[CH2:23]([O:22][C:17]1[CH:18]=[CH:19][CH:20]=[CH:21][C:16]=1[O:15][CH2:14][C:10]1([OH:13])[CH2:11][CH2:12][NH:8][CH2:9]1)[CH3:24]. Procedure details: A solution of 10.0 g (0.0305 mole) of 1-benzyl-3-(2-ethoxyphenoxy)methyl-3-pyrrolidinol in 125 ml of absolute ethanol was treated with Pd/C catalyst and warmed while shaking under a hydrogen atmosphere on a Parr hydrogenation apparatus for 16 hours. The catalyst was removed by filtration and the filtrate evaporated under reduced pressure. The white crystalline residue (7.1 g) was recrystallized from benzene isooctane to yield 6.6 g of product (91%), m.p. 108°-110° C. Yields the product Cc1cc(N)ccc1N(C)C. RXN SMILES: [CH3:14][OH:15].[CH3:1][N:2]([c:3]1[c:4]([CH3:12])[cH:5][c:6]([N+:9]([O-:10])=[O:11])[cH:7][cH:8]1)[CH3:13]>>[CH3:1][N:2]([c:3]1[c:4]([CH3:12])[cH:5][c:6]([NH2:9])[cH:7][cH:8]1)[CH3:13]. Reactants: CO, Cc1cc([N+](=O)[O-])ccc1N(C)C. The reactants are Intermediate 7, CC1CC(C(CC1)=O)CC(C)=O (4-methyl-2-(2-oxopropyl)cyclohexanone), NC1=CC=C(C(=O)O)C=C1 (4-aminobenzoic acid). Yields the product CC=1N(C=2CCC(CC2C1)C)C1=CC=C(C(=O)O)C=C1 (4-(2,5-dimethyl-4,5,6,7-tetrahydro-1H-indol-1-yl)benzoic acid). Isolated yield 66.0%. As a reaction SMILES: [CH3:1][CH:2]1[CH2:7][CH2:6][C:5](=O)[CH:4]([CH2:9][C:10](=O)[CH3:11])[CH2:3]1.[NH2:13][C:14]1[CH:22]=[CH:21][C:17]([C:18]([OH:20])=[O:19])=[CH:16][CH:15]=1>>[CH3:11][C:10]1[N:13]([C:14]2[CH:22]=[CH:21][C:17]([C:18]([OH:20])=[O:19])=[CH:16][CH:15]=2)[C:5]2[CH2:6][CH2:7][CH:2]([CH3:1])[CH2:3][C:4]=2[CH:9]=1. Procedure details: Following the general methods as outlined under Intermediate 7, starting from 4-methyl-2-(2-oxopropyl)cyclohexanone and 4-aminobenzoic acid, the title compound was isolated, in 66% yield (98% purity by HPLC). MS(ESI+): 270.5; MS(ESI−): 268.4. Starting materials: ClC1=CC=C(C=N1)C=O ((6-chloro-3-pyridyl)formaldehyde), S(=O)(=O)([O-])[O-].[Mg+2] (magnesium sulfate), C(C)(=O)O[BH-](OC(C)=O)OC(C)=O.[Na+] (sodium triacetoxyborohydride), aqueous solution, NCCO (2-aminoethan-1-ol), [Cl-].[Na+] (sodium chloride). Run in ClCCCl (1,2-dichloroethane), aqueous solution, O (water). Product: ClC1=CC=C(C=N1)CNCCO (2-{[(6-chloro-3-pyridyl)methyl]amino}ethan-1-ol). Yield: 37.0%. As a reaction SMILES: [Cl:1][C:2]1[N:7]=[CH:6][C:5]([CH:8]=O)=[CH:4][CH:3]=1.S([O-])([O-])(=O)=O.[Mg+2].[NH2:16][CH2:17][CH2:18][OH:19].C(O[BH-](OC(=O)C)OC(=O)C)(=O)C.[Na+].[Cl-].[Na+]>ClCCCl.O>[Cl:1][C:2]1[N:7]=[CH:6][C:5]([CH2:8][NH:16][CH2:17][CH2:18][OH:19])=[CH:4][CH:3]=1 |f:1.2,4.5,6.7|. Procedure details: A mixture of 20 grams (0.142 mole) of (6-chloro-3-pyridyl)formaldehyde and 31.3 grams (0.284 mole) of magnesium sulfate in 800 mL of 1,2-dichloroethane was stirred and 13.0 grams (0.213 mole) of 2-aminoethan-1-ol was added. Upon completion of addition, the reaction mixture was stirred for six hours, and 45.1 grams (0.213 mole) of sodium triacetoxyborohydride was added. Following the addition, the reaction mixture was stirred for about 72 hours, and then it was diluted with 250 mL of an aqueous s... The reactants are IC1=CC=C(C(=O)O)C=C1 (4-iodobenzoic acid), S(=O)(Cl)Cl (thionyl chloride). The reagents and catalysts are CN(C=O)C (dimethylformamide). Solvent: C(Cl)(Cl)Cl (chloroform), C(Cl)(Cl)Cl (chloroform). Yields the product IC1=CC=C(C(=O)Cl)C=C1 (4-iodobenzoyl chloride). Reaction SMILES: [I:1][C:2]1[CH:10]=[CH:9][C:5]([C:6](O)=[O:7])=[CH:4][CH:3]=1.S(Cl)([Cl:13])=O>C(Cl)(Cl)Cl.CN(C)C=O>[I:1][C:2]1[CH:10]=[CH:9][C:5]([C:6]([Cl:13])=[O:7])=[CH:4][CH:3]=1. Procedure: A round bottom flask was charged with 4-iodobenzoic acid (3.0 g, 12.1 mmol) in chloroform (100 mL). To the solution was added thionyl chloride (5.0 mL) in chloroform (10 mL) and 2-3 drops of dimethylformamide (DMF). The slurry was heated at reflux for 2 hours. while monitoring the reaction through an oil bubbler. A clear solution of 4-iodobenzoyl chloride was obtained. The volatiles were removed and a colorless oil was obtained which solidified upon cooling.